Dataset: the Open Reaction Database (ORD), a public repository of structured organic reaction records. Task: describe an organic reaction: reactants, conditions, products, and yield Starting materials: CC(C)(C)[O-].[K+] (KOtBu), [NH4+].[Cl-] (NH4Cl), ClC1=C(C2=CC=C(C=C2C=C1)CN(C)C)CC(=O)N (2-(2-Chloro-6-dimethylaminomethyl-naphthalen-1-yl)acetamide), COC(C(=O)C1=CN(C2=CC=CC=C12)C)=O ((1-Methyl-1H-indol-3-yl)-oxo-acetic acid methyl ester). Run in C1CCOC1 (THF), C1CCOC1 (THF), CCOC(=O)C (EtOAc). Run at time 30 minute. Yields the product ClC1=C(C2=CC=C(C=C2C=C1)CN(C)C)C=1C(NC(C1C1=CN(C2=CC=CC=C12)C)=O)=O (3-(2-Chloro-6-dimethylaminomethyl-naphthalen-1-yl)-4-(1-methyl-1H-indol-3-yl)-pyrrole-2,5-dione). Reaction SMILES: [Cl:1][C:2]1[CH:11]=[CH:10][C:9]2[C:4](=[CH:5][CH:6]=[C:7]([CH2:12][N:13]([CH3:15])[CH3:14])[CH:8]=2)[C:3]=1[CH2:16][C:17]([NH2:19])=[O:18].C[O:21][C:22](=O)[C:23]([C:25]1[C:33]2[C:28](=[CH:29][CH:30]=[CH:31][CH:32]=2)[N:27]([CH3:34])[CH:26]=1)=O.CC([O-])(C)C.[K+].[NH4+].[Cl-]>C1COCC1.CCOC(C)=O>[Cl:1][C:2]1[CH:11]=[CH:10][C:9]2[C:4](=[CH:5][CH:6]=[C:7]([CH2:12][N:13]([CH3:14])[CH3:15])[CH:8]=2)[C:3]=1[C:16]1[C:17](=[O:18])[NH:19][C:22](=[O:21])[C:23]=1[C:25]1[C:33]2[C:28](=[CH:29][CH:30]=[CH:31][CH:32]=2)[N:27]([CH3:34])[CH:26]=1 |f:2.3,4.5|. Procedure details: Activated 3 Å molecular sieve (50 mg) is added to a solution of 2-(2-Chloro-6-dimethylaminomethyl-naphthalen-1-yl)acetamide (54.6 mmol, 0.20 mmol) and (1-Methyl-1H-indol-3-yl)-oxo-acetic acid methyl ester (55.7 mg, 0.26 mmol) in dry THF (2.5 ml) under an atmosphere of argon. A solution of 1.0 M KOtBu in THF (0.59 ml, 0.59 mmol) is then added in one portion at RT. After 30 minutes at RT, TLC analysis indicates complete conversion of starting materials. The reaction mixture is diluted with EtOAc a...